From a dataset of the Open Reaction Database (ORD), a public repository of structured organic reaction records. describe an organic reaction: reactants, conditions, products, and yield RXN SMILES: [CH2:1]([c:2]1[cH:3][cH:4][cH:5][cH:6][cH:7]1)[O:8][c:9]1[cH:10][cH:11][c:12](-[c:15]2[n:16][n:17][n:18][nH:19]2)[cH:13][cH:14]1.[CH3:29][I:30].[CH3:31][N:32]1[CH2:33][CH2:34][CH2:35][C:36]1=[O:37].[CH:20]([N:21]([CH2:22][CH3:23])[CH:24]([CH3:25])[CH3:26])([CH3:27])[CH3:28].[OH2:38]>>[CH2:1]([c:2]1[cH:3][cH:4][cH:5][cH:6][cH:7]1)[O:8][c:9]1[cH:10][cH:11][c:12](-[c:15]2[n:16][n:17][n:18]([CH3:20])[n:19]2)[cH:13][cH:14]1. Reactants: c1ccc(COc2ccc(-c3nnn[nH]3)cc2)cc1, CI, CN1CCCC1=O, CCN(C(C)C)C(C)C, O. Yields the product Cn1nnc(-c2ccc(OCc3ccccc3)cc2)n1. The reactants are COC([C@@H](N1CC2=C(C(C1)O)SC=C2)C2=C(C=CC=C2)Cl)=O ((αS,7RS)-methyl-α-(7-hydroxy-4,5,6,7-tetrahydro-5-thieno[3,2-c]pyridyl)-o-chlorophenylacetate), I[Si](C)(C)C (iodotrimethylsilane), O (Water), C([O-])(O)=O.[Na+] (sodium bicarbonate). Run in C1(=CC=CC=C1)C (toluene), C(C)#N (acetonitrile), C(C)#N (acetonitrile). Reaction conditions: time 2 hour. Yields the product COC(=O)[C@H](C=1C=CC=CC1Cl)N2CCC3=C(C=CS3)C2 (clopidogrel), product. RXN SMILES: [CH3:1][O:2][C:3](=[O:22])[C@H:4]([C:15]1[CH:20]=[CH:19][CH:18]=[CH:17][C:16]=1[Cl:21])[N:5]1[CH2:10][CH:9](O)[C:8]2[S:12][CH:13]=[CH:14][C:7]=2[CH2:6]1.I[Si](C)(C)C.O.C(=O)(O)[O-].[Na+]>C1(C)C=CC=CC=1.C(#N)C>[CH3:1][O:2][C:3]([C@@H:4]([N:5]1[CH2:6][C:7]2[CH:14]=[CH:13][S:12][C:8]=2[CH2:9][CH2:10]1)[C:15]1[CH:20]=[CH:19][CH:18]=[CH:17][C:16]=1[Cl:21])=[O:22] |f:3.4|. Procedure: A solution of (αS,7RS)-methyl-α-(7-hydroxy-4,5,6,7-tetrahydro-5-thieno[3,2-c]pyridyl)-o-chlorophenylacetate (9) (59.79 g, 177.0 mmol) in toluene and acetonitrile is added to a solution of iodotrimethylsilane in acetonitrile at 0–5° C. After the addition is complete the mixture is warmed to room temperature and stirred for 2 hours. Water is then added to the mixture at 0–5° C. The mixture is then warmed again to room temperature and stirred for an additional 4 hours. The reaction mixture is then ... Reactants: C(C1=CC=CC=C1)N (benzylamine), CCN(C(C)C)C(C)C (DIPEA), CN(C)C(=[N+](C)C)ON1C2=C(C=CC=C2)N=N1.[B-](F)(F)(F)F (TBTU), BrC1=CC(=C(C=C1)NC1=NC=C2C(=N1)C=1C(CCC2)=C(N(N1)C)C(=O)O)OC.[K] (potassium 9-[(4-bromo-2-methoxyphenyl)amino]-2-methyl-2,4,5,6-tetrahydropyrazolo[4′,3′:6,7]cyclohepta[1,2-d]pyrimidine-3-carboxylic acid). Run in CN(C)C=O (DMF), O (water). The product is C(C1=CC=CC=C1)NC(=O)C1=NN(C2=C1CCCC=1C2=NC(=NC1)NC1=C(C=C(C=C1)Br)OC)C (N-benzyl-9-[(4-bromo-2-methoxyphenyl)amino]-1-methyl-1,4,5,6-tetrahydropyrazolo[4′,3′:6,7]cyclohepta[1,2-d]pyrimidine-3-carboxamide). The yield is 0.8%. As a reaction SMILES: [Br:1][C:2]1[CH:7]=[CH:6][C:5]([NH:8][C:9]2[N:14]=[C:13]3[C:15]4[C:16](=[C:20]([C:24]([OH:26])=O)[N:21](C)[N:22]=4)[CH2:17][CH2:18][CH2:19][C:12]3=[CH:11][N:10]=2)=[C:4]([O:27][CH3:28])[CH:3]=1.[K].[CH3:30]CN(C(C)C)C(C)C.CN(C(ON1N=NC2C=CC=CC1=2)=[N+](C)C)C.[B-](F)(F)(F)F.[CH2:61]([NH2:68])[C:62]1[CH:67]=[CH:66][CH:65]=[CH:64][CH:63]=1>CN(C=O)C.O>[CH2:61]([NH:68][C:24]([C:20]1[C:16]2[CH2:17][CH2:18][CH2:19][C:12]3[C:13](=[N:14][C:9]([NH:8][C:5]4[CH:6]=[CH:7][C:2]([Br:1])=[CH:3][C:4]=4[O:27][CH3:28])=[N:10][CH:11]=3)[C:15]=2[N:22]([CH3:30])[N:21]=1)=[O:26])[C:62]1[CH:67]=[CH:66][CH:65]=[CH:64][CH:63]=1 |f:0.1,3.4,^1:28|. Procedure details: A suspension of potassium 9-[(4-bromo-2-methoxyphenyl)amino]-2-methyl-2,4,5,6-tetrahydropyrazolo[4′,3′:6,7]cyclohepta[1,2-d]pyrimidine-3-carboxylic acid (0.050 g, 0.110 mmol) in anhydrous DMF (5.0 mL) was treated with DIPEA (0.056 mL, 0.033 mmol) and TBTU (0.065 g, 0.200 mmol). The mixture was then treated with benzylamine (0.015 mL, 0.011 mmol). The reaction was stirred at room temperature for 1 h. The reaction was diluted with water and the resulting precipitate was collected by filtration to ... Run at time 1 hour. The reactants are C(CC)OC1=C(C=O)C=CC=C1 (2-propoxybenzaldehyde), NC1=NNC=C1 (3-aminopyrazole), O=C(CC(=O)OCC)CCC (ethyl 3-ketohexanoate). Yields the product C(CC)OC1=C(C=CC=C1)C1C=2C(NC(=C1C(=O)OCC)CCC)=NNC2 (Ethyl 4,7-dihydro-4-(2-propoxyphenyl)-6-propyl-2H-pyrazolo[3,4-b]pyridine-5-carboxylate). Reaction SMILES: [CH2:1]([O:4][C:5]1[CH:12]=[CH:11][CH:10]=[CH:9][C:6]=1[CH:7]=O)[CH2:2][CH3:3].[NH2:13][C:14]1[CH:18]=[CH:17][NH:16][N:15]=1.O=[C:20]([CH2:27][CH2:28][CH3:29])[CH2:21][C:22]([O:24][CH2:25][CH3:26])=[O:23]>>[CH2:1]([O:4][C:5]1[CH:12]=[CH:11][CH:10]=[CH:9][C:6]=1[CH:7]1[C:21]([C:22]([O:24][CH2:25][CH3:26])=[O:23])=[C:20]([CH2:27][CH2:28][CH3:29])[NH:13][C:14]2=[N:15][NH:16][CH:17]=[C:18]12)[CH2:2][CH3:3]. Procedure details: The title compound was prepared from 2-propoxybenzaldehyde, 3-aminopyrazole and ethyl 3-ketohexanoate in the same manner as in Example 25. Starting materials: [N+](=O)([O-])C=1C=C2C(NC=NC2=CC1)=O (6-nitroquinazolin-4(3H)-one). Reagents/catalysts: [Pd] (Pd/C), [Pd] (Pd/C). Run in CO (MeOH), C1CCOC1 (THF), CN(C)C=O (DMF). Reaction conditions: temperature 40 celsius, time 18 hour. The product is NC=1C=C2C(NC=NC2=CC1)=O (6-aminoquinazolin-4(3H)-one). Isolated yield 88.6%. Reaction SMILES: [N+:1]([C:4]1[CH:5]=[C:6]2[C:11](=[CH:12][CH:13]=1)[N:10]=[CH:9][NH:8][C:7]2=[O:14])([O-])=O>CO.C1COCC1.CN(C=O)C.[Pd]>[NH2:1][C:4]1[CH:5]=[C:6]2[C:11](=[CH:12][CH:13]=1)[N:10]=[CH:9][NH:8][C:7]2=[O:14]. Procedure details: A mixture of 6-nitroquinazolin-4(3H)-one (4.15 g, 21.7 mmol) and 10% Pd/C (0.3 g) in MeOH (25 mL) and THF (50 mL) was stirred under H2 (1 atm) at 40° C. for 18 h. The mixture was diluted with DMF (50 mL), stirred overnight under H2, then placed under an Ar atmosphere. After the addition of Pd/C (0.4 g), the mixture was placed under an H2 atmosphere and warmed to 50° C. and stirred for 4 h. The reaction mixture was filtered through Celite®, washed with warm DMF (75 mL) and the combined filtrates ... The reactants are N[C@@H]1[C@@H](CCCC1(F)F)NC=1N=C(C(=NC1)C#N)Cl (5-((1R,2R)-2-amino-3,3-difluorocyclohexylamino)-3-chloropyrazine-2-carbonitrile), NC=1C=C2CCC(NC2=CC1)=O (6-amino-3,4-dihydroquinolin-2(1H)-one), C(=O)([O-])[O-].[K+].[K+] (K2CO3), C=1C=CC(=CC1)P(C=2C=CC=CC2)C3=CC=C4C=CC=CC4=C3C5=C6C=CC=CC6=CC=C5P(C=7C=CC=CC7)C=8C=CC=CC8 (BINAP). The reagents and catalysts are CC(=O)[O-].CC(=O)[O-].[Pd+2] (Pd(OAc)2). The solvent is O1CCOCC1 (dioxane). Run at time 4 hour. Yields the product N[C@@H]1[C@@H](CCCC1(F)F)NC=1N=C(C(=NC1)C#N)NC=1C=C2CCC(NC2=CC1)=O (5-((1R,2R)-2-amino-3,3-difluorocyclohexylamino)-3-(2-oxo-1,2,3,4-tetrahydroquinolin-6-ylamino)pyrazine-2-carbonitrile). Yield: 42.4%. Reaction SMILES: [NH2:1][C@H:2]1[C:7]([F:9])([F:8])[CH2:6][CH2:5][CH2:4][C@H:3]1[NH:10][C:11]1[N:12]=[C:13](Cl)[C:14]([C:17]#[N:18])=[N:15][CH:16]=1.[NH2:20][C:21]1[CH:22]=[C:23]2[C:28](=[CH:29][CH:30]=1)[NH:27][C:26](=[O:31])[CH2:25][CH2:24]2.C([O-])([O-])=O.[K+].[K+].C1C=CC(P(C2C(C3C(P(C4C=CC=CC=4)C4C=CC=CC=4)=CC=C4C=3C=CC=C4)=C3C(C=CC=C3)=CC=2)C2C=CC=CC=2)=CC=1>O1CCOCC1.CC([O-])=O.CC([O-])=O.[Pd+2]>[NH2:1][C@H:2]1[C:7]([F:9])([F:8])[CH2:6][CH2:5][CH2:4][C@H:3]1[NH:10][C:11]1[N:12]=[C:13]([NH:20][C:21]2[CH:22]=[C:23]3[C:28](=[CH:29][CH:30]=2)[NH:27][C:26](=[O:31])[CH2:25][CH2:24]3)[C:14]([C:17]#[N:18])=[N:15][CH:16]=1 |f:2.3.4,7.8.9|. Procedure: A mixture of 5-((1R,2R)-2-amino-3,3-difluorocyclohexylamino)-3-chloropyrazine-2-carbonitrile (74 mg, 0.257 mmol), 6-amino-3,4-dihydroquinolin-2(1H)-one (50 mg, 0.308 mmol), K2CO3 (80 mg, 0.579 mmol), BINAP (25 mg, 0.040 mmol) and Pd(OAc)2 (15 mg, 0.066 mmol) in dioxane (2 mL) was degassed with Ar, then was stirred at 110 C for 4 h. The mixture was concentrated in vacuo. The residue was purified by HPLC to give 5-((1R,2R)-2-amino-3,3-difluorocyclohexylamino)-3-(2-oxo-1,2,3,4-tetrahydroquinolin-6-... Starting materials: CC1=C(N=C(O1)C1=CC=CC=C1)CCC(=O)C1=CC=C(CC2C(NC(S2)=O)=O)C=C1 (5-[4-(3-(5-Methyl-2-phenyl-4-oxazolyl)propionyl)benzyl]thiazolidine-2,4-dione), Cl.NO (hydroxylamine hydrochloride), N1=CC=CC=C1 (pyridine). Run in C(C)O (ethanol), C(C)(=O)OCC (ethyl acetate). Reaction conditions: time 18 hour. Product: CC1=C(N=C(O1)C1=CC=CC=C1)CCC(=NO)C1=CC=C(CC2C(NC(S2)=O)=O)C=C1 (5-[4-(3-(5-Methyl-2-phenyl-4-oxazolyl)-1-oximinopropyl)benzyl]thiazolidine-2,4-dione). Isolated yield 83.0%. Reaction SMILES: [CH3:1][C:2]1[O:6][C:5]([C:7]2[CH:12]=[CH:11][CH:10]=[CH:9][CH:8]=2)=[N:4][C:3]=1[CH2:13][CH2:14][C:15]([C:17]1[CH:30]=[CH:29][C:20]([CH2:21][CH:22]2[S:26][C:25](=[O:27])[NH:24][C:23]2=[O:28])=[CH:19][CH:18]=1)=O.Cl.[NH2:32][OH:33].N1C=CC=CC=1>C(O)C.C(OCC)(=O)C>[CH3:1][C:2]1[O:6][C:5]([C:7]2[CH:12]=[CH:11][CH:10]=[CH:9][CH:8]=2)=[N:4][C:3]=1[CH2:13][CH2:14][C:15]([C:17]1[CH:30]=[CH:29][C:20]([CH2:21][CH:22]2[S:26][C:25](=[O:27])[NH:24][C:23]2=[O:28])=[CH:19][CH:18]=1)=[N:32][OH:33] |f:1.2|. Reported procedure: Title product of Example 9 (0.10 g, 0.238 mmol), hydroxylamine hydrochloride (0.041 g, 0.595 mmol) and 2 mL of pyridine were combined in 3 mL of ethanol and the mixture stirred 18 hours at room temperature, then stripped of solvent and the residue taken up in 7.5 mL ethyl acetate, washed with 5 mL of cold 18% HCl and then 5 mL brine, dried (MgSO4) and stripped to yield 0.086 g of present title product as a white solid; mp 202°-205° C.; tlc Rf 0.53 (1:1 hexane:ethyl acetate). Reactants: COC(COc1ccc(Br)cc1C)OC, CCOCC, [Cl-], Cl, [Na+]. Product: Cc1cc(Br)ccc1OCC=O. As a reaction SMILES: [Br:2][c:3]1[cH:4][c:5]([CH3:16])[c:6]([O:9][CH2:10][CH:11]([O:12][CH3:15])[O:13][CH3:14])[cH:7][cH:8]1.[CH3:19][CH2:20][O:21][CH2:22][CH3:23].[Cl-:17].[ClH:1].[Na+:18]>>[Br:2][c:3]1[cH:4][c:5]([CH3:16])[c:6]([O:9][CH2:10][CH:11]=[O:12])[cH:7][cH:8]1.